Dataset: the Open Reaction Database (ORD), a public repository of structured organic reaction records. Task: describe an organic reaction: reactants, conditions, products, and yield The reactants are OC(C)(C)C1=CC(=C(CN2N=CC3=CC(=CC=C23)C=C2C(N=C(S2)N2CC(OCC2)CO)=O)C=C1)C(F)(F)F (5-{1-[4-(1-Hydroxy-1-methyl-ethyl)-2-trifluoromethyl-benzyl]-1H-indazol-5-ylmethylene}-2-(2-hydroxymethyl-morpholin-4-yl)-thiazol-4-one), C(=O)(C(F)(F)F)O (TFA). The solvent is ClCCl (dichloromethane). Run at time 1.5 hour. The product is OC[C@H]1CN(CCO1)C=1SC(C(N1)=O)=CC=1C=C2C=NN(C2=CC1)CC1=C(C=C(C=C1)C(=C)C)C(F)(F)F (2-[(2R)-2-(Hydroxymethyl)morpholin-4-yl]-5-({1-[4-(1-methylethenyl)-2-(trifluoromethyl)benzyl]-1H-indazol-5-yl}methylidene)-1,3-thiazol-4(5H)-one). The yield is 24.4%. RXN SMILES: O[C:2]([C:5]1[CH:35]=[CH:34][C:8]([CH2:9][N:10]2[C:18]3[C:13](=[CH:14][C:15]([CH:19]=[C:20]4[S:24][C:23]([N:25]5[CH2:30][CH2:29][O:28][CH:27]([CH2:31][OH:32])[CH2:26]5)=[N:22][C:21]4=[O:33])=[CH:16][CH:17]=3)[CH:12]=[N:11]2)=[C:7]([C:36]([F:39])([F:38])[F:37])[CH:6]=1)([CH3:4])[CH3:3].C(O)(C(F)(F)F)=O>ClCCl>[OH:32][CH2:31][C@@H:27]1[O:28][CH2:29][CH2:30][N:25]([C:23]2[S:24][C:20](=[CH:19][C:15]3[CH:14]=[C:13]4[C:18](=[CH:17][CH:16]=3)[N:10]([CH2:9][C:8]3[CH:34]=[CH:35][C:5]([C:2]([CH3:4])=[CH2:3])=[CH:6][C:7]=3[C:36]([F:37])([F:39])[F:38])[N:11]=[CH:12]4)[C:21](=[O:33])[N:22]=2)[CH2:26]1. Procedure: A solution of 5-{1-[4-(1-Hydroxy-1-methyl-ethyl)-2-trifluoromethyl-benzyl]-1H-indazol-5-ylmethylene}-2-(2-hydroxymethyl-morpholin-4-yl)-thiazol-4-one (400 mg, 0.71 mmol) in dichloromethane (2 mL) was treated with TFA (2 mL). The reaction mixture was stirred at room temperature for 1.5 hour and partitioned between water and dichloromethane. The dichloromethane layer was washed with aqueous saturated sodium carbonate, brine, dried over Na2SO4, filtered, and the solvent evaporated in vacuo to yield... Starting materials: FC1=CC=C(C=C1)CC(=O)Cl (p-Fluorophenylacetyl chloride), [Cl-].[Al+3].[Cl-].[Cl-] (aluminium chloride), O (water), C=C (Ethylene). The solvent is ClCCl (dichloromethane), ClCCl (dichloromethane). Run at temperature -10 celsius, time 3 hour. Product: FC=1C=C2CCC(CC2=CC1)=O (6-fluoro-2-tetralone). Reaction SMILES: [F:1][C:2]1[CH:7]=[CH:6][C:5]([CH2:8][C:9](Cl)=[O:10])=[CH:4][CH:3]=1.[Cl-].[Al+3].[Cl-].[Cl-].[CH2:16]=[CH2:17].O>ClCCl>[F:1][C:2]1[CH:7]=[C:6]2[C:5](=[CH:4][CH:3]=1)[CH2:8][C:9](=[O:10])[CH2:17][CH2:16]2 |f:1.2.3.4|. Procedure details: p-Fluorophenylacetyl chloride (17.25 g) in dichloromethane (100 ml) was added dropwise to aluminium chloride (26.7 g) suspended in dichloromethane (400 ml) maintained at -10° C. by cooling in a solid carbon dioxide/acetone bath. Ethylene gas was then passed through the mixture for 15 minutes while maintaining the temperature at -10° C. The mixture was then allowed to warm to room temperature and stirred for 3 hours. The mixture was then cooled to 5°-10° C. and ice and water (160 ml) added cautio... Reactants: ClC1=NN2C(C(=N1)N(CC1=CC=C(C=C1)OC)C1CC1)=NC=C2C#N (2-chloro-4-(cyclopropyl(4-methoxybenzyl)amino)imidazo[2,1-f][1,2,4]triazine-7-carbonitrile), C([O-])([O-])=O.[Cs+].[Cs+] (CESIUM CARBONATE), CC1(C2=C(C(=CC=C2)P(C3=CC=CC=C3)C4=CC=CC=C4)OC5=C(C=CC=C51)P(C6=CC=CC=C6)C7=CC=CC=C7)C (XANTPHOS), ClC1=NN2C(C(=N1)N(CC1=CC=C(C=C1)OC)C1CC1)=NC=C2C#N (2-chloro-4-(cyclopropyl(4-methoxybenzyl)amino)imidazo[2,1-f][1,2,4]triazine-7-carbonitrile), ClC1=C(N)C=C(C=C1N1CC(C1)N1CCN(CC1)C)OC(F)F (2-chloro-5-(difluoromethoxy)-3-(3-(4-methylpiperazin-1-yl)azetidin-1-yl)aniline). Reagents/catalysts: C1=CC=C(C=C1)P([C-]2C=CC=C2)C3=CC=CC=C3.C1=CC=C(C=C1)P([C-]2C=CC=C2)C3=CC=CC=C3.[Fe+2] (DPPF), C(C)(=O)[O-].[Pd+2].C(C)(=O)[O-] (palladium(ii) acetate). Solvent: O1CCOCC1 (Dioxane). Reaction conditions: temperature 105 celsius. The product is ClC1=C(C=C(C=C1N1CC(C1)N1CCN(CC1)C)OC(F)F)NC1=NN2C(C(=N1)NC1CC1)=NC=C2C#N (2-((2-chloro-5-(difluoromethoxy)-3-(3-(4-methylpiperazin-1-yl)azetidin-1-yl)phenyl)amino)-4-(cyclopropylamino)imidazo[2,1-f][1,2,4]triazine-7-carbonitrile). Isolated yield 75.9%. RXN SMILES: Cl[C:2]1[N:7]=[C:6]([N:8]([CH:18]2[CH2:20][CH2:19]2)CC2C=CC(OC)=CC=2)[C:5]2=[N:21][CH:22]=[C:23]([C:24]#[N:25])[N:4]2[N:3]=1.[Cl:26][C:27]1[C:33]([N:34]2[CH2:37][CH:36]([N:38]3[CH2:43][CH2:42][N:41]([CH3:44])[CH2:40][CH2:39]3)[CH2:35]2)=[CH:32][C:31]([O:45][CH:46]([F:48])[F:47])=[CH:30][C:28]=1[NH2:29].CC1(C)C2C(=C(P(C3C=CC=CC=3)C3C=CC=CC=3)C=CC=2)OC2C(P(C3C=CC=CC=3)C3C=CC=CC=3)=CC=CC1=2.C(=O)([O-])[O-].[Cs+].[Cs+]>O1CCOCC1.C([O-])(=O)C.[Pd+2].C([O-])(=O)C.C1C=CC(P(C2C=CC=CC=2)[C-]2C=CC=C2)=CC=1.C1C=CC(P(C2C=CC=CC=2)[C-]2C=CC=C2)=CC=1.[Fe+2]>[Cl:26][C:27]1[C:33]([N:34]2[CH2:35][CH:36]([N:38]3[CH2:39][CH2:40][N:41]([CH3:44])[CH2:42][CH2:43]3)[CH2:37]2)=[CH:32][C:31]([O:45][CH:46]([F:48])[F:47])=[CH:30][C:28]=1[NH:29][C:2]1[N:7]=[C:6]([NH:8][CH:18]2[CH2:19][CH2:20]2)[C:5]2=[N:21][CH:22]=[C:23]([C:24]#[N:25])[N:4]2[N:3]=1 |f:3.4.5,7.8.9,10.11.12|. Procedure: 2-Chloro-4-(cyclopropyl(4-methoxybenzyl)amino)imidazo[2,1-f][1,2,4]triazine-7-carbonitrile (Intermediate 9) (120 mg, 0.338 mmol), 2-chloro-5-(difluoromethoxy)-3-(3-(4-methylpiperazin-1-yl)azetidin-1-yl)aniline (129 mg, 0.372 mmol), palladium(ii) acetate (22.78 mg, 0.101 mmol), XANTPHOS (19.57 mg, 0.034 mmol), DPPF (18.75 mg, 0.034 mmol) and CESIUM CARBONATE (220 mg, 0.676 mmol) were suspended in Dioxane (3382 μl) at rt. The reaction vessel was evacuated and purged with N2 (4 times) and then heat... Reactants: O=C(CC1CCNCC1)N1CCN(C2c3ccc(Cl)cc3CCc3cc(Br)cnc32)CC1, CCCN=C=O, ClCCl. Product: CCCNC(=O)N1CCC(CC(=O)N2CCN(C3c4ccc(Cl)cc4CCc4cc(Br)cnc43)CC2)CC1. Reaction SMILES: [Br:1][c:2]1[cH:3][c:4]2[c:5]([n:6][cH:7]1)[CH:8]([N:18]1[CH2:19][CH2:20][N:21]([C:24]([CH2:25][CH:26]3[CH2:27][CH2:28][NH:29][CH2:30][CH2:31]3)=[O:32])[CH2:22][CH2:23]1)[c:9]1[c:10]([cH:13][c:14]([Cl:17])[cH:15][cH:16]1)[CH2:11][CH2:12]2.[CH2:33]([CH2:34][CH3:35])[N:36]=[C:37]=[O:38].[Cl:39][CH2:40][Cl:41]>>[Br:1][c:2]1[cH:3][c:4]2[c:5]([n:6][cH:7]1)[CH:8]([N:18]1[CH2:19][CH2:20][N:21]([C:24]([CH2:25][CH:26]3[CH2:27][CH2:28][N:29]([C:37]([NH:36][CH2:33][CH2:34][CH3:35])=[O:38])[CH2:30][CH2:31]3)=[O:32])[CH2:22][CH2:23]1)[c:9]1[c:10]([cH:13][c:14]([Cl:17])[cH:15][cH:16]1)[CH2:11][CH2:12]2. Reactants: CCOC(C)=O, NC(=O)c1ccc(-c2ccccc2F)c2c1[nH]c1cc(O)ccc12, O=C(Cl)N1CCOCC1, c1ccncc1. The product is NC(=O)c1ccc(-c2ccccc2F)c2c1[nH]c1cc(OC(=O)N3CCOCC3)ccc12. As a reaction SMILES: [CH3:40][CH2:41][O:42][C:43]([CH3:44])=[O:45].[F:10][c:11]1[c:12](-[c:17]2[cH:18][cH:19][c:20]([C:31](=[O:32])[NH2:33])[c:21]3[nH:22][c:23]4[cH:24][c:25]([OH:30])[cH:26][cH:27][c:28]4[c:29]23)[cH:13][cH:14][cH:15][cH:16]1.[O:1]1[CH2:2][CH2:3][N:4]([C:7](=[O:8])[Cl:9])[CH2:5][CH2:6]1.[cH:34]1[cH:35][cH:36][n:37][cH:38][cH:39]1>>[O:1]1[CH2:2][CH2:3][N:4]([C:7](=[O:8])[O:30][c:25]2[cH:24][c:23]3[nH:22][c:21]4[c:20]([C:31](=[O:32])[NH2:33])[cH:19][cH:18][c:17](-[c:12]5[c:11]([F:10])[cH:16][cH:15][cH:14][cH:13]5)[c:29]4[c:28]3[cH:27][cH:26]2)[CH2:5][CH2:6]1. Starting materials: resultant mixture, ClC=1C=CC(=C(N)C1)[N+](=O)[O-] (5-chloro-2-nitroaniline), CN(N)C (N,N-dimethyl-hydrazine), C([O-])([O-])=O.[K+].[K+] (potassium carbonate), O (water). Solvent: CN(C(C)=O)C (N,N-dimethylacetamide). Reaction conditions: temperature 125 celsius, time 3 day. The product is CN(NC=1C=CC(=C(C1)N)[N+](=O)[O-])C (5-(N′,N′-Dimethyl-hydrazino)-2-nitro-phenylamine). The yield is 47.0%. RXN SMILES: Cl[C:2]1[CH:3]=[CH:4][C:5]([N+:9]([O-:11])=[O:10])=[C:6]([CH:8]=1)[NH2:7].[CH3:12][N:13]([CH3:15])[NH2:14].C(=O)([O-])[O-].[K+].[K+].O>CN(C)C(=O)C>[CH3:12][N:13]([CH3:15])[NH:14][C:2]1[CH:3]=[CH:4][C:5]([N+:9]([O-:11])=[O:10])=[C:6]([NH2:7])[CH:8]=1 |f:2.3.4|. Procedure: A mixture of 5-chloro-2-nitroaniline (20 g, 116 mmol), N,N-dimethyl-hydrazine (44 mL, 580 mmol) and anhydrous potassium carbonate (17.6 g, 128 mmol) in N,N-dimethylacetamide (50 ml) were stirred at 125° C. under nitrogen for 3 days Sample NMR analysis showed complete conversion of the starting material. The resultant mixture was then cooled to room temperature, poured onto cold water (400 mL), stirred vigorously and incubated at 4° C. overnight. The resulting brown precipitate was collected by f... Starting materials: [OH-].[Na+] (sodium hydroxide), S(=O)(=O)([O-])[O-].[Na+].[Na+] (sodium sulfate), [H-].[H-].[H-].[H-].[Li+].[Al+3] (LAH), C(C1=CC=CC=C1)N1N=C(C=C1C1=CC=CC=C1)C(=O)OCC (ethyl 1-benzyl-5-phenyl-1H-pyrazole-3-carboxylate). Run in C1CCOC1 (THF), O (water). Run at time 10 minute. The product is C(C1=CC=CC=C1)N1N=C(C=C1C1=CC=CC=C1)CO ((1-benzyl-5-phenyl-1H-pyrazol-3-yl)methanol). RXN SMILES: [H-].[H-].[H-].[H-].[Li+].[Al+3].[CH2:7]([N:14]1[C:18]([C:19]2[CH:24]=[CH:23][CH:22]=[CH:21][CH:20]=2)=[CH:17][C:16]([C:25](OCC)=[O:26])=[N:15]1)[C:8]1[CH:13]=[CH:12][CH:11]=[CH:10][CH:9]=1.[OH-].[Na+].S([O-])([O-])(=O)=O.[Na+].[Na+]>C1COCC1.O>[CH2:7]([N:14]1[C:18]([C:19]2[CH:20]=[CH:21][CH:22]=[CH:23][CH:24]=2)=[CH:17][C:16]([CH2:25][OH:26])=[N:15]1)[C:8]1[CH:9]=[CH:10][CH:11]=[CH:12][CH:13]=1 |f:0.1.2.3.4.5,7.8,9.10.11|. Procedure: At 0° C., LAH (1.8 mL, 3.7 mmol, 2M in THF) was added to ethyl 1-benzyl-5-phenyl-1H-pyrazole-3-carboxylate (560 mg, 1.8 mmol) in THF (18 mL). The reaction was stirred for 10 min and then warmed to room temperature for 1 h. Minimal water was slowly added to the reaction followed by 1 mL of 5 M sodium hydroxide. The reaction was stirred for 30 min, sodium sulfate was added, and the solids were removed by filtration. The filtrate was concentrated under reduced pressure to yield crude (1-benzyl-5-ph... RXN SMILES: [CH2:53]1[O:54][CH2:55][CH2:56][CH2:57]1.[CH3:1][C:2]([CH2:3][O:4][C:5](=[O:6])[NH:7][CH:8]([C:9](=[O:10])[N:11]1[CH:12]([C:13](=[O:14])[O:15][CH3:16])[CH2:17][CH:18]([O:20][c:21]2[cH:22][c:23](-[c:35]3[cH:36][cH:37][cH:38][cH:39][cH:40]3)[n:24][c:25]3[cH:26][c:27]([O:33][CH3:34])[c:28]([CH:31]=[CH2:32])[cH:29][c:30]23)[CH2:19]1)[CH2:41][CH2:42][CH2:43][CH2:44][CH2:45][CH:46]=[CH2:47])([CH2:48][CH:49]=[CH2:50])[CH3:51].[CH3:58][OH:59].[ClH:52].[Li+:61].[OH-:60]>>[CH3:1][C:2]([CH2:3][O:4][C:5](=[O:6])[NH:7][CH:8]([C:9](=[O:10])[N:11]1[CH:12]([C:13](=[O:14])[OH:15])[CH2:17][CH:18]([O:20][c:21]2[cH:22][c:23](-[c:35]3[cH:36][cH:37][cH:38][cH:39][cH:40]3)[n:24][c:25]3[cH:26][c:27]([O:33][CH3:34])[c:28]([CH:31]=[CH2:32])[cH:29][c:30]23)[CH2:19]1)[CH2:41][CH2:42][CH2:43][CH2:44][CH2:45][CH:46]=[CH2:47])([CH2:48][CH:49]=[CH2:50])[CH3:51]. Product: C=CCCCCCC(NC(=O)OCC(C)(C)CC=C)C(=O)N1CC(Oc2cc(-c3ccccc3)nc3cc(OC)c(C=C)cc23)CC1C(=O)O. Reactants: C1CCOC1, C=CCCCCCC(NC(=O)OCC(C)(C)CC=C)C(=O)N1CC(Oc2cc(-c3ccccc3)nc3cc(OC)c(C=C)cc23)CC1C(=O)OC, CO, Cl, [Li+], [OH-]. Reactants: CS(C)=O, [K+], [K+], O=C([O-])[O-], CC(c1ccc(-c2ccc(C#N)cn2)cc1)N1CCC(CC(C)(C)O)(c2ccccc2)OC1=O, OO. Product: CC(c1ccc(-c2ccc(C(N)=O)cn2)cc1)N1CCC(CC(C)(C)O)(c2ccccc2)OC1=O. As a reaction SMILES: [CH3:43][S:44]([CH3:45])=[O:46].[K+:37].[K+:38].[O-:39][C:40]([O-:41])=[O:42].[OH:1][C:2]([CH2:3][C:4]1([c:27]2[cH:28][cH:29][cH:30][cH:31][cH:32]2)[CH2:5][CH2:6][N:7]([CH:11]([CH3:12])[c:13]2[cH:14][cH:15][c:16](-[c:19]3[n:20][cH:21][c:22]([C:23]#[N:24])[cH:25][cH:26]3)[cH:17][cH:18]2)[C:8](=[O:10])[O:9]1)([CH3:33])[CH3:34].[OH:35][OH:36]>>[OH:1][C:2]([CH2:3][C:4]1([c:27]2[cH:28][cH:29][cH:30][cH:31][cH:32]2)[CH2:5][CH2:6][N:7]([CH:11]([CH3:12])[c:13]2[cH:14][cH:15][c:16](-[c:19]3[n:20][cH:21][c:22]([C:23]([NH2:24])=[O:39])[cH:25][cH:26]3)[cH:17][cH:18]2)[C:8](=[O:10])[O:9]1)([CH3:33])[CH3:34]. The reactants are C(C)(=O)OCC=1C(=NC=CC1B(O)O)N1C(C2=CC=3CC(CC3N2CC1)(C)C)=O ({3-[(Acetyloxy)methyl]-2-{4,4-dimethyl-9-oxo-1,10-diazatricyclo[6.4.0.02,6]dodeca-2(6),7-dien-10-yl}pyridin-4-yl}boronic Acid), BrC=1C=C(C(N(C1)C)=O)NC1=NN(C=C1)C (5-Bromo-1-methyl-3-(1-methyl-1H-pyrazol-3-ylamino)pyridin-2(1H)-one), [O-]P(=O)([O-])[O-].[K+].[K+].[K+] (K3PO4), C(C)(=O)[O-].[Na+] (sodium acetate). The reagents and catalysts are C1=CC=C(C=C1)P([C-]2C=CC=C2)C3=CC=CC=C3.C1=CC=C(C=C1)P([C-]2C=CC=C2)C3=CC=CC=C3.Cl[Pd]Cl.[Fe+2] (1,1′-bis(diphenylphosphino)ferrocenedichloropalladium(II)). Solvent: C(C)#N.O (acetonitrile water). Conditions: temperature 100 celsius. The product is C(C)(=O)OCC=1C(=NC=CC1C1=CN(C(C(=C1)NC1=NN(C=C1)C)=O)C)N1C(C2=CC=3CC(CC3N2CC1)(C)C)=O ((2-{4,4-Dimethyl-9-oxo-1,10-diazatricyclo[6.4.0.02,6]dodeca-2(6),7-dien-10-yl}-4-{1-methyl-5-[(1-methyl-1H-pyrazol-3-yl)amino]-6-oxo-1,6-dihydropyridin-3-yl}pyridin-3-yl)methyl Acetate). RXN SMILES: [C:1]([O:4][CH2:5][C:6]1[C:7]([N:15]2[CH2:26][CH2:25][N:24]3[C:17](=[CH:18][C:19]4[CH2:20][C:21]([CH3:28])([CH3:27])[CH2:22][C:23]=43)[C:16]2=[O:29])=[N:8][CH:9]=[CH:10][C:11]=1B(O)O)(=[O:3])[CH3:2].Br[C:31]1[CH:32]=[C:33]([NH:39][C:40]2[CH:44]=[CH:43][N:42]([CH3:45])[N:41]=2)[C:34](=[O:38])[N:35]([CH3:37])[CH:36]=1.[O-]P([O-])([O-])=O.[K+].[K+].[K+].C([O-])(=O)C.[Na+]>C1C=CC(P(C2C=CC=CC=2)[C-]2C=CC=C2)=CC=1.C1C=CC(P(C2C=CC=CC=2)[C-]2C=CC=C2)=CC=1.Cl[Pd]Cl.[Fe+2].C(#N)C.O>[C:1]([O:4][CH2:5][C:6]1[C:7]([N:15]2[CH2:26][CH2:25][N:24]3[C:17](=[CH:18][C:19]4[CH2:20][C:21]([CH3:28])([CH3:27])[CH2:22][C:23]=43)[C:16]2=[O:29])=[N:8][CH:9]=[CH:10][C:11]=1[C:31]1[CH:32]=[C:33]([NH:39][C:40]2[CH:44]=[CH:43][N:42]([CH3:45])[N:41]=2)[C:34](=[O:38])[N:35]([CH3:37])[CH:36]=1)(=[O:3])[CH3:2] |f:2.3.4.5,6.7,8.9.10.11,12.13|. Procedure details: A 50-mL single-neck round-bottomed flask equipped with a magnetic stirrer and a reflux condenser was charged with {3-[(acetyloxy)methyl]-2-{4,4-dimethyl-9-oxo-1,10-diazatri-cyclo[6.4.0.02,6]dodeca-2(6),7-dien-10-yl}pyridin-4-yl}boronic acid 199e (595 mg, 1.5 mmol), 290a (282 mg, 1.0 mmol), K3PO4 (424 mg, 2.0 mmol), sodium acetate (164 mg, 2.0 mmol), 1,1′-bis(diphenylphosphino)ferrocenedichloropalladium(II) (82 mg, 0.1 mmol), and acetonitrile/water (15/1 mL). After three cycles of vacuum/N2 flush...